Dataset: the Open Reaction Database (ORD), a public repository of structured organic reaction records. Task: describe an organic reaction: reactants, conditions, products, and yield Reactants: acetone hexanes, C(C1=CC=CC=C1)OC1=CC=2CC[C@H]3[C@@H]4CCC([C@@]4(C)CC[C@@H]3C2C=C1)=O (3-benzyloxy-1,3,5(10)-estratrien-17-one), COC(OC)=O (dimethylcarbonate), [H-].[K+] (potassium hydride), C1CCOC1 (THF), C1CCOC1 (THF). Yields the product O1C(CCCC1)OC1=CC=2CC[C@H]3[C@@H]4C[C@H](C([C@@]4(C)CC[C@@H]3C2C=C1)=O)C(=O)OC (3-tetrahydropyranyloxy-16α,β-methoxycarbonyl-1,3,5(10)-estratrien-17-one). Isolated yield 90.0%. Reaction SMILES: [CH2:1]([O:8][C:9]1[CH:26]=[CH:25][C:24]2[C@@H:23]3[C@H:14]([C@H:15]4[C@@:19]([CH2:21][CH2:22]3)([CH3:20])[C:18](=[O:27])[CH2:17][CH2:16]4)[CH2:13][CH2:12][C:11]=2[CH:10]=1)[C:2]1[CH:7]=[CH:6][CH:5]=CC=1.[CH3:28][O:29][C:30](=O)[O:31]C.[H-].[K+].C1C[O:39]CC1>>[O:39]1[CH2:5][CH2:6][CH2:7][CH2:2][CH:1]1[O:8][C:9]1[CH:26]=[CH:25][C:24]2[C@@H:23]3[C@H:14]([C@H:15]4[C@@:19]([CH2:21][CH2:22]3)([CH3:20])[C:18](=[O:27])[C@H:17]([C:30]([O:29][CH3:28])=[O:31])[CH2:16]4)[CH2:13][CH2:12][C:11]=2[CH:10]=1 |f:2.3|. Procedure: A solution of 3-tetrahydropyranyloxy-1,3,5(10)-estratrien-17-one (2, R=THP) (6.58 g, 18.2 mmol) in dry THF (50 mL) was added over a period of 20 min to a solution of dimethylcarbonate (3.98 mL, 47.23 mmol) and potassium hydride (2.27 g (3.6 g, 70% in oil), 56.68 mmol) in dry THF (40 mL). Then, the mixture was heated to reflux for a period of 3 h. Most of the solvent was then evaporated and the residue was diluted with ethyl acetate (100 mL) and treated with a saturated ammonium chloride solution... Isolated yield 84.9%. Conditions: temperature -10 celsius, time 15 minute. Reaction SMILES: C(NC(C)C)(C)C.C([Li])CCC.[CH2:13]([N:15]([CH2:22][CH3:23])[C:16](=[O:21])[CH2:17][C:18]([CH3:20])=[O:19])[CH3:14].[CH:24](=[O:33])[CH:25]=[CH:26][C:27]1[CH:32]=[CH:31][CH:30]=[CH:29][CH:28]=1.Cl>CCCCCC.O>[CH2:22]([N:15]([CH2:13][CH3:14])[C:16](=[O:21])[CH2:17][C:18](=[O:19])[CH2:20][CH:24]([OH:33])[CH:25]=[CH:26][C:27]1[CH:32]=[CH:31][CH:30]=[CH:29][CH:28]=1)[CH3:23]. The solvent is CCCCCC (hexane), O (water). Procedure: 2.65 cm3 of diisopropylamine are introduced into a three-necked, round-bottomed flask equipped with a septum and a dropping funnel and are then cooled to -10° C. 10.4 cm3 of n-butyllithium in solution in hexane at 1.6 mol/liter (16.6 mmol) are then slowly added and the mixture is then stirred for 15 minutes. 1.40 g of N,N-diethylacetoacetamide (8.65 mmol) are then slowly added and the mixture is then stirred for 15 minutes. 1.0 g of cinnamaldehyde (7.57 mmol) is added. The mixture is stirred for... Yields the product C(C)N(C(CC(CC(C=CC1=CC=CC=C1)O)=O)=O)CC (N,N-diethyl-7-phenyl-5-hydroxy-3-oxo-6-heptenamide). The reactants are C(CCC)[Li] (n-butyllithium), C(C)(C)NC(C)C (diisopropylamine), C(C=CC1=CC=CC=C1)=O (cinnamaldehyde), Cl (hydrochloric acid), C(C)N(C(CC(=O)C)=O)CC (N,N-diethylacetoacetamide). Reactants: O1CCCNC2=C1C=CC=C2 (2,3,4,5-tetrahydro-1,5-benzoxazepine), ClCCCC(=O)Cl (4-chlorobutyryl chloride). The product is ClCCCC(=O)N1CCCOC2=C1C=CC=C2 (5-(4-chlorobutyryl)-2,3,4,5-tetrahydro-1,5-benzoxazepine). Reaction SMILES: [O:1]1[C:7]2[CH:8]=[CH:9][CH:10]=[CH:11][C:6]=2[NH:5][CH2:4][CH2:3][CH2:2]1.[Cl:12][CH2:13][CH2:14][CH2:15][C:16](Cl)=[O:17]>>[Cl:12][CH2:13][CH2:14][CH2:15][C:16]([N:5]1[C:6]2[CH:11]=[CH:10][CH:9]=[CH:8][C:7]=2[O:1][CH2:2][CH2:3][CH2:4]1)=[O:17]. Procedure: 2,3,4,5-tetrahydro-1,5-benzoxazepine and 4-chlorobutyryl chloride were used to produce the above compound in the same way as Reference Example 8.